This data is from the Open Reaction Database (ORD), a public repository of structured organic reaction records. The task is: describe an organic reaction: reactants, conditions, products, and yield As a reaction SMILES: [CH3:29][N:30]=[C:31]=[O:32].[Cl:33][CH2:34][Cl:35].[F:1][c:2]1[c:3](-[c:9]2[o:10][c:11](-[c:17]3[cH:18][cH:19][c:20]([N:23]4[CH2:24][CH2:25][NH:26][CH2:27][CH2:28]4)[cH:21][cH:22]3)[c:12]([C:14](=[O:15])[NH2:16])[n:13]2)[c:4]([F:8])[cH:5][cH:6][cH:7]1>>[F:1][c:2]1[c:3](-[c:9]2[o:10][c:11](-[c:17]3[cH:18][cH:19][c:20]([N:23]4[CH2:24][CH2:25][N:26]([C:31]([NH:30][CH3:29])=[O:32])[CH2:27][CH2:28]4)[cH:21][cH:22]3)[c:12]([C:14](=[O:15])[NH2:16])[n:13]2)[c:4]([F:8])[cH:5][cH:6][cH:7]1. Product: CNC(=O)N1CCN(c2ccc(-c3oc(-c4c(F)cccc4F)nc3C(N)=O)cc2)CC1. The reactants are CN=C=O, ClCCl, NC(=O)c1nc(-c2c(F)cccc2F)oc1-c1ccc(N2CCNCC2)cc1. Reactants: O=C(O)c1ccc(Br)o1, Cc1ccccc1, O=S(Cl)Cl. Product: O=C(O)c1ccc(Br)o1, [Cl-]. RXN SMILES: [Br:1][c:2]1[cH:3][cH:4][c:5]([C:7](=[O:8])[OH:9])[o:6]1.[CH3:14][c:15]1[cH:16][cH:17][cH:18][cH:19][cH:20]1.[S:10]([Cl:11])([Cl:12])=[O:13]>>[Br:1][c:2]1[cH:3][cH:4][c:5]([C:7](=[O:8])[OH:9])[o:6]1.[Cl-:12]. The reactants are [H-].[Na+] (sodium hydride), C(C)(=O)O (acetic acid), ClC1=CC=C(C(=O)NCC(C(C)C)=O)C=C1 (N-(4-chlorobenzoyl)isobutyrylmethylamine), BrCC(=O)OCC (ethyl bromoacetate). Solvent: CN(C=O)C (dimethylformamide), O (water). The product is ClC1=CC=C(C(=O)NC(CC(=O)OCC)C(C(C)C)=O)C=C1 (ethyl 3-(4-chlorobenzoylamino)-3-isobutyrylpropionate). Yield: 92.0%. RXN SMILES: [Cl:1][C:2]1[CH:16]=[CH:15][C:5]([C:6]([NH:8][CH2:9][C:10](=[O:14])[CH:11]([CH3:13])[CH3:12])=[O:7])=[CH:4][CH:3]=1.[H-].[Na+].Br[CH2:20][C:21]([O:23][CH2:24][CH3:25])=[O:22].C(O)(=O)C>CN(C)C=O.O>[Cl:1][C:2]1[CH:16]=[CH:15][C:5]([C:6]([NH:8][CH:9]([C:10](=[O:14])[CH:11]([CH3:13])[CH3:12])[CH2:20][C:21]([O:23][CH2:24][CH3:25])=[O:22])=[O:7])=[CH:4][CH:3]=1 |f:1.2|. Reported procedure: 6 g of N-(4-chlorobenzoyl)isobutyrylmethylamine are dissolved in 30 ml of dimethylformamide, and 1.4 g of 61% sodium hydride are added thereto at -50° C. to -40° C. under stirring. When, 6.0 g of ethyl bromoacetate are added to the mixture at the same temperature. After the temperature of the mixture is risen to about 0° C. gradually, said mixture is further stirred until it becomes a clear solution. After the reaction, the mixture is neutralized with acetic acid, and then water is added thereto... Reactants: O=Cc1cccc(Br)c1, C1CCOC1, CC#N, CC(C)[N-]C(C)C, [Li+]. Product: N#CCC(O)c1cccc(Br)c1. RXN SMILES: [Br:12][c:13]1[cH:14][c:15]([CH:16]=[O:17])[cH:18][cH:19][cH:20]1.[CH2:21]1[O:22][CH2:23][CH2:24][CH2:25]1.[CH3:1][C:2]#[N:3].[CH:4]([N-:5][CH:6]([CH3:7])[CH3:8])([CH3:9])[CH3:10].[Li+:11]>>[CH2:1]([C:2]#[N:3])[CH:16]([c:15]1[cH:14][c:13]([Br:12])[cH:20][cH:19][cH:18]1)[OH:17]. The reactants are CC1(OC(C(C(O1)=O)C(=O)[C@H]1N(CCC1)C(=O)OC(C)(C)C)=O)C (tert-Butyl (2S)-2-[(2,2-dimethyl-4,6-dioxo-1,3-dioxan-5-yl)carbonyl]-1-pyrrolidinecarboxylate). Run in CCO (EtOH). The product is C(C)OC(CC(=O)[C@H]1N(CCC1)C(=O)OC(C)(C)C)=O (tert-Butyl (2S)-2-(3-ethoxy-3-oxopropanoyl)-1-pyrrolidinecarboxylate). The yield is 96.0%. RXN SMILES: [CH3:1][C:2]1(C)OC(=O)[CH:5]([C:9]([C@@H:11]2[CH2:15][CH2:14][CH2:13][N:12]2[C:16]([O:18][C:19]([CH3:22])([CH3:21])[CH3:20])=[O:17])=[O:10])[C:4](=[O:23])[O:3]1>CCO>[CH2:2]([O:3][C:4](=[O:23])[CH2:5][C:9]([C@@H:11]1[CH2:15][CH2:14][CH2:13][N:12]1[C:16]([O:18][C:19]([CH3:22])([CH3:21])[CH3:20])=[O:17])=[O:10])[CH3:1]. Procedure details: tert-Butyl (2S)-2-[(2,2-dimethyl-4,6-dioxo-1,3-dioxan-5-yl)carbonyl]-1-pyrrolidinecarboxylate (85 g, 250 mmol) was dissolved in 500 mL absolute EtOH and refluxed for 3 h. Concentration provided the title compound as a light yellow oil (68.4 g, 240 mmol, 96%). 1H NMR (400 MHz, CDCl3, mixture of rotamers and keto/enol tautomers) δ 4.35 (m, 0.5H), 4.25 (m, 0.5H), 4.17 (m, 2H), 3.6–3.4 (m, 3H), 2.2–1.8 (m, 4H), 1.4 (m, 9H), 1.15 (m, 3H) ppm.